This data is from the Open Reaction Database (ORD), a public repository of structured organic reaction records. The task is: describe an organic reaction: reactants, conditions, products, and yield The reactants are Nc1ccc(Br)cn1, CCCCC([Sn])=C(CCCC)CCCC, Cc1cc(C(C)(C)C)c(O)c(C(C)(C)C)c1, Cc1ccccc1, [Cl-], [Li+]. The product is C=Cc1ccc(N)nc1. As a reaction SMILES: [Br:1][c:2]1[cH:3][cH:4][c:5]([NH2:8])[n:6][cH:7]1.[CH2:9]([CH2:10][CH2:22][CH3:23])[C:11]([Sn:12])=[C:13]([CH2:14][CH2:15][CH2:16][CH3:17])[CH2:18][CH2:19][CH2:20][CH3:21].[CH3:26][c:27]1[cH:28][c:29]([C:30]([CH3:31])([CH3:32])[CH3:33])[c:34]([OH:35])[c:36]([C:37]([CH3:38])([CH3:39])[CH3:40])[cH:41]1.[CH3:42][c:43]1[cH:44][cH:45][cH:46][cH:47][cH:48]1.[Cl-:25].[Li+:24]>>[c:2]1([CH:9]=[CH2:10])[cH:3][cH:4][c:5]([NH2:8])[n:6][cH:7]1. Reactants: N#CO[K], [Na], O=CNC1CCC(=O)c2ccccc21. The product is NC(=O)NC1CCC(=O)c2ccccc21. RXN SMILES: [K:16][O:17][C:18]#[N:19].[Na:15].[O:1]=[C:2]1[CH2:3][CH2:4][CH:5]([NH:12][CH:13]=[O:14])[c:6]2[cH:7][cH:8][cH:9][cH:10][c:11]21>>[O:1]=[C:2]1[CH2:3][CH2:4][CH:5]([NH:12][C:13](=[O:14])[NH2:19])[c:6]2[cH:7][cH:8][cH:9][cH:10][c:11]21. Starting materials: CC(C(=O)OCC)(CCCC)C (ethyl 2,2-dimethyl-caproate), CP(OC)(OC)=O (dimethyl methylphosphonate). Yields the product COP(OC)(=O)CC(C(CCCC)(C)C)=O (Dimethyl(3,3-Dimethyl-2-oxoheptyl)phosphonate). RXN SMILES: [CH3:1][C:2]([CH3:12])([CH2:8][CH2:9][CH2:10][CH3:11])[C:3]([O:5]CC)=O.[CH3:13][P:14](=[O:19])([O:17][CH3:18])[O:15][CH3:16]>>[CH3:16][O:15][P:14]([CH2:13][C:3](=[O:5])[C:2]([CH3:1])([CH3:12])[CH2:8][CH2:9][CH2:10][CH3:11])(=[O:19])[O:17][CH3:18]. Procedure: Prepared from ethyl 2,2-dimethyl-caproate and dimethyl methylphosphonate according to the usual method. Starting materials: CCOC(C)=O, CCO[PH](=O)OCC, CCO, O=S(=O)(O)O. Yields the product CCO[PH](=O)OCC, CCO. RXN SMILES: [C:9]([CH3:10])(=[O:11])[O:12][CH2:13][CH3:14].[CH2:1]([CH3:2])[O:3][PH:4]([O:5][CH2:6][CH3:7])=[O:8].[CH3:20][CH2:21][OH:22].[S:15](=[O:16])(=[O:17])([OH:18])[OH:19]>>[CH2:1]([CH3:2])[O:3][PH:4]([O:5][CH2:6][CH3:7])=[O:8].[CH2:9]([CH3:10])[OH:11].